This data is from the Open Reaction Database (ORD), a public repository of structured organic reaction records. The task is: describe an organic reaction: reactants, conditions, products, and yield Solvent: C1CCOC1 (THF), C1CCOC1 (THF). Yield: 169.8%. Conditions: temperature -70 celsius, time 15 minute. Reaction SMILES: Br[C:2]1[C:10]2[O:9][C:8]([Si](C)(C)C)=[CH:7][C:6]=2[CH:5]=[CH:4][CH:3]=1.[Li]CCCC.CON(C)[C:23]([C@@H:25]1[CH2:30][CH2:29][CH2:28][N:27]([C:31]([O:33][C:34]([CH3:37])([CH3:36])[CH3:35])=[O:32])[CH2:26]1)=[O:24].C([O-])(O)=O.[Na+]>C1COCC1>[O:9]1[C:10]2[C:2]([C:23]([C@@H:25]3[CH2:30][CH2:29][CH2:28][N:27]([C:31]([O:33][C:34]([CH3:37])([CH3:36])[CH3:35])=[O:32])[CH2:26]3)=[O:24])=[CH:3][CH:4]=[CH:5][C:6]=2[CH:7]=[CH:8]1 |f:3.4|. The product is O1C=CC2=C1C(=CC=C2)C(=O)[C@H]2CN(CCC2)C(=O)OC(C)(C)C ((R)-tert-butyl 3-((benzofuran-7-yl)carbonyl)piperidine-1-carboxylate). Procedure: A stirred solution of 7-bromo-2-(trimethylsilyl)benzofuran (620 mg, 2.3 mmol) in THF (15 mL) was cooled to −70° C. and n-BuLi (2.5 M in hexanes, 0.85 mL, 2.1 mmol) was added dropwise over 2 min. The mixture was stirred at −70° C. for 15 min and a solution of (R)-tert-butyl 3-(N-methoxy-N-methylcarbamoyl)piperidine-1-carboxylate (341 mg, 1.30 mmol) in THF (5 mL) was added dropwise over 2 min. The mixture was stirred at −70° C. for 1 h, poured into satd aq NaHCO3 (100 mL) and extracted with ether ... The reactants are CON(C(=O)[C@H]1CN(CCC1)C(=O)OC(C)(C)C)C ((R)-tert-butyl 3-(N-methoxy-N-methylcarbamoyl)piperidine-1-carboxylate), C(=O)(O)[O-].[Na+] (NaHCO3), BrC1=CC=CC=2C=C(OC21)[Si](C)(C)C (7-bromo-2-(trimethylsilyl)benzofuran), [Li]CCCC (n-BuLi).